Dataset: the Open Reaction Database (ORD), a public repository of structured organic reaction records. Task: describe an organic reaction: reactants, conditions, products, and yield Product: CNc1c[n+]([O-])c(-c2ccccc2)c(-c2ccccc2)n1. As a reaction SMILES: [CH3:21][NH2:22].[CH3:23][OH:24].[Cl:1][c:2]1[n:3][c:4](-[c:15]2[cH:16][cH:17][cH:18][cH:19][cH:20]2)[c:5](-[c:9]2[cH:10][cH:11][cH:12][cH:13][cH:14]2)[n+:6]([O-:8])[cH:7]1>>[c:2]1([NH:22][CH3:21])[n:3][c:4](-[c:15]2[cH:16][cH:17][cH:18][cH:19][cH:20]2)[c:5](-[c:9]2[cH:10][cH:11][cH:12][cH:13][cH:14]2)[n+:6]([O-:8])[cH:7]1. Starting materials: CN, CO, [O-][n+]1cc(Cl)nc(-c2ccccc2)c1-c1ccccc1. Reactants: FC1=C(C=CC(=C1)F)[C@]1(OC1)[C@H](C)O ((1S)-[(2R)-(2,4-difluorophenyl)-2-oxiranyl]ethanol), FC(COC1=CC=C(C=C1)N1N=CNC1=O)(C(F)F)F (2-[4-(2,2,3,3-tetrafluoropropoxy)phenyl]-3(2H,4H)-1,2,4-triazolone). The product is FC1=C(C=CC(=C1)F)[C@]1([C@@H](C)N2C(N(N=C2)C2=CC=C(C=C2)OCC(C(F)F)(F)F)=O)CO1 (4-[(1R,2S)-2-(2,4-difluorophenyl)-2,3-epoxy-1-methylpropyl]-2-[4-(2,2,3,3-tetrafluoropropoxy)phenyl]-3(2H, 4H)-1,2,4-triazolone). The yield is 46.1%. RXN SMILES: [F:1][C:2]1[CH:7]=[C:6]([F:8])[CH:5]=[CH:4][C:3]=1[C@:9]1([C@@H:12](O)[CH3:13])[CH2:11][O:10]1.[F:15][C:16]([F:34])([CH:31]([F:33])[F:32])[CH2:17][O:18][C:19]1[CH:24]=[CH:23][C:22]([N:25]2[C:29](=[O:30])[NH:28][CH:27]=[N:26]2)=[CH:21][CH:20]=1>>[F:1][C:2]1[CH:7]=[C:6]([F:8])[CH:5]=[CH:4][C:3]=1[C@:9]1([O:10][CH2:11]1)[C@H:12]([N:28]1[CH:27]=[N:26][N:25]([C:22]2[CH:21]=[CH:20][C:19]([O:18][CH2:17][C:16]([F:34])([F:15])[CH:31]([F:33])[F:32])=[CH:24][CH:23]=2)[C:29]1=[O:30])[CH3:13]. Reported procedure: In the same manner as in Reference Example 5, starting from 0.975 g of (1S)-[(2R)-(2,4-difluorophenyl)-2-oxiranyl]ethanol and 1.13 g of 2-[4-(2,2,3,3-tetrafluoropropoxy)phenyl]-3(2H,4H)-1,2,4-triazolone, 0.847 g of 4-[(1R,2S)-2-(2,4-difluorophenyl)-2,3-epoxy-1-methylpropyl]-2-[4-(2,2,3,3-tetrafluoropropoxy)phenyl]-3(2H, 4H)-1,2,4-triazolone was obtained as colorless prisms. Reactants: CCO, CCOC(=O)CCCOc1cc(CN(Cc2cc(C(F)(F)F)ccc2-c2cc(C(C)C)ccc2OC)c2ncc(N3CCOCC3)cn2)cc(C(F)(F)F)c1, [Na+], C1CCOC1, [OH-]. Yields the product COc1ccc(C(C)C)cc1-c1ccc(C(F)(F)F)cc1CN(Cc1cc(OCCCC(=O)O)cc(C(F)(F)F)c1)c1ncc(N2CCOCC2)cn1. As a reaction SMILES: [CH3:58][CH2:59][OH:60].[CH:1]([CH3:2])([CH3:3])[c:4]1[cH:5][cH:6][c:7]([O:54][CH3:55])[c:8](-[c:10]2[c:11]([CH2:20][N:21]([c:22]3[n:23][cH:24][c:25]([N:28]4[CH2:29][CH2:30][O:31][CH2:32][CH2:33]4)[cH:26][n:27]3)[CH2:34][c:35]3[cH:36][c:37]([O:38][CH2:39][CH2:40][CH2:41][C:42](=[O:43])[O:44][CH2:45][CH3:46])[cH:47][c:48]([C:50]([F:51])([F:52])[F:53])[cH:49]3)[cH:12][c:13]([C:16]([F:17])([F:18])[F:19])[cH:14][cH:15]2)[cH:9]1.[Na+:57].[O:61]1[CH2:62][CH2:63][CH2:64][CH2:65]1.[OH-:56]>>[CH:1]([CH3:2])([CH3:3])[c:4]1[cH:5][cH:6][c:7]([O:54][CH3:55])[c:8](-[c:10]2[c:11]([CH2:20][N:21]([c:22]3[n:23][cH:24][c:25]([N:28]4[CH2:29][CH2:30][O:31][CH2:32][CH2:33]4)[cH:26][n:27]3)[CH2:34][c:35]3[cH:36][c:37]([O:38][CH2:39][CH2:40][CH2:41][C:42](=[O:43])[OH:44])[cH:47][c:48]([C:50]([F:51])([F:52])[F:53])[cH:49]3)[cH:12][c:13]([C:16]([F:17])([F:18])[F:19])[cH:14][cH:15]2)[cH:9]1. Starting materials: C(CCC)N1C(N(C(=CC1=O)SCCC)CC1=CC=C(C=C1)C1=C(C=CC=C1)C1=NN=NN1C(C1=CC=CC=C1)(C1=CC=CC=C1)C1=CC=CC=C1)=O (3-Butyl-6-propylthio-1-[[2'-(N-trityltetrazol-5-yl)biphenyl-4-yl]methyl]pyrimidine-2,4(1H,3H)-dione). The solvent is CO (methanol), Cl (hydrochloric acid). Reaction conditions: time 4 hour. Yields the product C(CCC)N1C(N(C(=CC1=O)SCCC)CC1=CC=C(C=C1)C1=C(C=CC=C1)C1=NN=NN1)=O (3-Butyl-6-propylthio-1-[[2'-(1H-tetrazol-5-yl)biphenyl-4-yl]methyl]pyrimidine-2,4(1H,3H)-dione). Yield: 83.8%. Reaction SMILES: [CH2:1]([N:5]1[C:10](=[O:11])[CH:9]=[C:8]([S:12][CH2:13][CH2:14][CH3:15])[N:7]([CH2:16][C:17]2[CH:22]=[CH:21][C:20]([C:23]3[CH:28]=[CH:27][CH:26]=[CH:25][C:24]=3[C:29]3[N:33](C(C4C=CC=CC=4)(C4C=CC=CC=4)C4C=CC=CC=4)[N:32]=[N:31][N:30]=3)=[CH:19][CH:18]=2)[C:6]1=[O:53])[CH2:2][CH2:3][CH3:4]>CO.Cl>[CH2:1]([N:5]1[C:10](=[O:11])[CH:9]=[C:8]([S:12][CH2:13][CH2:14][CH3:15])[N:7]([CH2:16][C:17]2[CH:22]=[CH:21][C:20]([C:23]3[CH:28]=[CH:27][CH:26]=[CH:25][C:24]=3[C:29]3[NH:33][N:32]=[N:31][N:30]=3)=[CH:19][CH:18]=2)[C:6]1=[O:53])[CH2:2][CH2:3][CH3:4]. Procedure: 3-Butyl-6-propylthio-1-[[2'-(N-trityltetrazol-5-yl)biphenyl-4-yl]methyl]pyrimidine-2,4(1H,3H)-dione (0.45 g) was dissolved in a mixed solution of methanol (10 ml) and 1N hydrochloric acid (1 ml) and the solution was stirred at room temperature for 4 hours. The reaction mixture was concentrated to dryness and the resulting residue was extracted with methylene chloride-water. The organic layer was washed with water, dried, and evaporated to dryness. The resulting residue was purified by column chr... Reactants: C(C1=CC=CC=C1)N1CCN(CC1)C1=CC(=NC=N1)Cl (1-(Benzyl)-4-(4-chloropyrimidin-6-yl)piperazine). Reagents/catalysts: [Pd] (Pd on activated carbon). Run in CO (methanol). Reaction conditions: time 8 hour. The product is N1=CN=C(C=C1)N1CCNCC1 (4-(4-pyrimidinyl)piperazine). Yield: 76.1%. RXN SMILES: C([N:8]1[CH2:13][CH2:12][N:11]([C:14]2[N:19]=[CH:18][N:17]=[C:16](Cl)[CH:15]=2)[CH2:10][CH2:9]1)C1C=CC=CC=1>CO.[Pd]>[N:17]1[CH:16]=[CH:15][C:14]([N:11]2[CH2:12][CH2:13][NH:8][CH2:9][CH2:10]2)=[N:19][CH:18]=1. Reported procedure: 1-(Benzyl)-4-(4-chloropyrimidin-6-yl)piperazine (58.0 g; 0.20 mol) was dissolved, with some heating, in methanol (700 ml), treated with 10% Pd on activated carbon (11.6 g) and agitated and hydrogenated at s.t.p. for 8 h. After this period the catalyst was removed by filtering through celite. The filtrate thus obtained was then evaporated under reduced pressure to a yellow-brown viscous gum which was chromatographed through 60 μm silica gel, eluting with 5% methanol, 1% ammonium hydroxide and 94%... Starting materials: FC1=CC=C(C=C1)CCC1=NCCC2=CC3=C(C=C12)OCO3 (1-(2-p-fluorophenylethyl)-6,7-methylenedioxy-3,4-dihydroisoquinoline), [BH4-].[Na+] (sodium borohydride). Run in CO (methanol). The product is FC1=CC=C(C=C1)CCC1NCCC2=CC3=C(C=C12)OCO3 (1-(2-p-fluorophenylethyl)-6,7-methylenedioxy-1,2,3,4-tetrahydroisoquinoline). As a reaction SMILES: [F:1][C:2]1[CH:7]=[CH:6][C:5]([CH2:8][CH2:9][C:10]2[C:19]3[C:14](=[CH:15][C:16]4[O:22][CH2:21][O:20][C:17]=4[CH:18]=3)[CH2:13][CH2:12][N:11]=2)=[CH:4][CH:3]=1.[BH4-].[Na+]>CO>[F:1][C:2]1[CH:7]=[CH:6][C:5]([CH2:8][CH2:9][CH:10]2[C:19]3[C:14](=[CH:15][C:16]4[O:22][CH2:21][O:20][C:17]=4[CH:18]=3)[CH2:13][CH2:12][NH:11]2)=[CH:4][CH:3]=1 |f:1.2|. Reported procedure: A solution of 1-(2-p-fluorophenylethyl)-6,7-methylenedioxy-3,4-dihydroisoquinoline (0.78 g, 2.67 mmol) in methanol (7 ml) was treated with sodium borohydride (0.30 g, 8.01 mmol) and heated at reflux for two hours. The mixture was cooled and evaporated. The residue was mixed with 1N sodium hydroxide and ethyl acetate and extracted into ethyl acetate. The pooled extracts were washed with saturated sodium chloride, dried, and evaporated to a pale yellow oil (0.56 g, 70%). 1H NMR (CDCl3) δ 7.18 (m, ... Starting materials: ClC(C#C)(C)C (3-Chloro-3-methyl-1-butyne), COCCNC (N-(2-Methoxyethyl)methylamine). Yields the product CC(C#C)(C)N(C)CCOC ((1,1-Dimethyl-prop-2-ynyl)-(2-methoxy-ethyl)-methyl-amine). RXN SMILES: Cl[C:2]([CH3:6])([CH3:5])[C:3]#[CH:4].[CH3:7][O:8][CH2:9][CH2:10][NH:11][CH3:12]>>[CH3:5][C:2]([N:11]([CH2:10][CH2:9][O:8][CH3:7])[CH3:12])([CH3:6])[C:3]#[CH:4]. Procedure details: In analogy to example 37.1, 3-Chloro-3-methyl-1-butyne and N-(2-Methoxyethyl)methylamine were converted to yield (1,1-Dimethyl-prop-2-ynyl)-(2-methoxy-ethyl)-methyl-amine as colorless oil, MS: 155 (M).